This data is from the Open Reaction Database (ORD), a public repository of structured organic reaction records. The task is: describe an organic reaction: reactants, conditions, products, and yield The reactants are FC1=CC=C(C=C1)COC1=C(C(=O)OC)C=C(C(=C1)C=1C=NN(C1)C)CN1CCOCC1 (methyl 2-{[(4-fluorophenyl)methyl]oxy}-4-(1-methyl-1H-pyrazol-4-yl)-5-(4-morpholinylmethyl)benzoate), [OH-].[Li+] (lithium hydroxide), C(C)(C)N(CC)C(C)C (Diisopropylethylamine), N1=NC=C(C=C1)N (4-pyridazinamine), ON1N=NC2=C1N=CC=C2 (1-hydroxy-7-azabenzotriazole), C(CCl)Cl (EDC), Cl (hydrochloric acid). Solvent: O1CCCC1 (tetrahydrofuran), O (water). Run at time 18 hour. The product is FC1=CC=C(C=C1)COC1=C(C(=O)NC2=CN=NC=C2)C=C(C(=C1)C=1C=NN(C1)C)CN1CCOCC1 (2-{[(4-Fluorophenyl)methyl]oxy}-4-(1-methyl-1H-pyrazol-4-yl)-5-(4-morpholinylmethyl)-N-4-pyridazinylbenzamide). RXN SMILES: [F:1][C:2]1[CH:7]=[CH:6][C:5]([CH2:8][O:9][C:10]2[CH:19]=[C:18]([C:20]3[CH:21]=[N:22][N:23]([CH3:25])[CH:24]=3)[C:17]([CH2:26][N:27]3[CH2:32][CH2:31][O:30][CH2:29][CH2:28]3)=[CH:16][C:11]=2[C:12](OC)=[O:13])=[CH:4][CH:3]=1.[OH-].[Li+].Cl.C(N(C(C)C)CC)(C)C.[N:45]1[CH:50]=[CH:49][C:48]([NH2:51])=[CH:47][N:46]=1.ON1C2N=CC=CC=2N=N1.C(Cl)CCl>O1CCCC1.O>[F:1][C:2]1[CH:3]=[CH:4][C:5]([CH2:8][O:9][C:10]2[CH:19]=[C:18]([C:20]3[CH:21]=[N:22][N:23]([CH3:25])[CH:24]=3)[C:17]([CH2:26][N:27]3[CH2:28][CH2:29][O:30][CH2:31][CH2:32]3)=[CH:16][C:11]=2[C:12]([NH:51][C:48]2[CH:49]=[CH:50][N:45]=[N:46][CH:47]=2)=[O:13])=[CH:6][CH:7]=1 |f:1.2|. Procedure details: To a solution of methyl 2-{[(4-fluorophenyl)methyl]oxy}-4-(1-methyl-1H-pyrazol-4-yl)-5-(4-morpholinylmethyl)benzoate (may be prepared as described in Description 18; 144 mg, 0.33 mmol) in tetrahydrofuran (4 ml) was added lithium hydroxide (23.54 mg, 0.98 mmol) and water (1 ml). The mixture was stirred at room temperature for 18 hours then neutralised with 2M hydrochloric acid (0.79 ml, 1.59 mmol). The solvent was removed in vacuo and the residue redissolved in N,N-dimethylformamide (4 ml). Diiso...